From a dataset of the Open Reaction Database (ORD), a public repository of structured organic reaction records. describe an organic reaction: reactants, conditions, products, and yield Reactants: Br[Mg]c1ccccc1 (effective_coupling_partner), COc2ccc(c1ccccc1)cc2 (substrate). The reagents and catalysts are PPhCy2. Conditions: temperature 80 celsius, time 15 hour. The product is c3ccc(c2ccc(c1ccccc1)cc2)cc3. Reactants: O=C1NC(=O)c2ccccc21, CC(C)(C)OC(=O)C(C)(C)Oc1cccc(CCCOS(C)(=O)=O)c1, CN(C)C=O, [K], O. Yields the product CC(C)(C)OC(=O)C(C)(C)Oc1cccc(CCCN2C(=O)c3ccccc3C2=O)c1. RXN SMILES: [C:26]1(=[O:36])[c:27]2[c:28]([cH:32][cH:33][cH:34][cH:35]2)[C:29](=[O:31])[NH:30]1.[CH3:1][S:2]([O:3][CH2:6][CH2:7][CH2:8][c:9]1[cH:10][c:11]([O:12][C:13]([C:14](=[O:15])[O:16][C:17]([CH3:18])([CH3:19])[CH3:20])([CH3:21])[CH3:22])[cH:23][cH:24][cH:25]1)(=[O:4])=[O:5].[CH3:39][N:40]([CH3:41])[CH:42]=[O:43].[K:37].[OH2:38]>>[CH2:6]([CH2:7][CH2:8][c:9]1[cH:10][c:11]([O:12][C:13]([C:14](=[O:15])[O:16][C:17]([CH3:18])([CH3:19])[CH3:20])([CH3:21])[CH3:22])[cH:23][cH:24][cH:25]1)[N:30]1[C:26](=[O:36])[c:27]2[c:28]([cH:32][cH:33][cH:34][cH:35]2)[C:29]1=[O:31]. Starting materials: O=C([O-])[O-], CS(C)=O, Clc1ccc(Cl)nn1, Cl, [Cu]I, [K+], [K+], Oc1ccccc1. The product is Clc1ccc(Oc2ccccc2)nn1. As a reaction SMILES: [C:16](=[O:17])([O-:18])[O-:19].[CH3:23][S:24]([CH3:25])=[O:26].[Cl:1][c:2]1[n:3][n:4][c:5]([Cl:8])[cH:6][cH:7]1.[ClH:22].[Cu:27][I:28].[K+:20].[K+:21].[OH:9][c:10]1[cH:11][cH:12][cH:13][cH:14][cH:15]1>>[Cl:1][c:2]1[n:3][n:4][c:5]([O:9][c:10]2[cH:11][cH:12][cH:13][cH:14][cH:15]2)[cH:6][cH:7]1.